This data is from the Open Reaction Database (ORD), a public repository of structured organic reaction records. The task is: describe an organic reaction: reactants, conditions, products, and yield The reactants are OCc1ccc(Br)cc1, ClCCl, COCCN(CCOC)S(F)(F)F. Product: FCc1ccc(Br)cc1. As a reaction SMILES: [Br:1][c:2]1[cH:3][cH:4][c:5]([CH2:6][OH:7])[cH:8][cH:9]1.[CH2:23]([Cl:24])[Cl:25].[CH3:10][O:11][CH2:12][CH2:13][N:14]([S:15]([F:16])([F:17])[F:20])[CH2:18][CH2:19][O:21][CH3:22]>>[Br:1][c:2]1[cH:3][cH:4][c:5]([CH2:6][F:20])[cH:8][cH:9]1. Reactants: ClC1=NC(=C2N=C(N(C2=N1)C1OCCCC1)C(C)(CC)O)N1CCOCC1 (2-(2-chloro-6-morpholino-9-(tetrahydro-2H-pyran-2-yl)-9H-purin-8-yl)butan-2-ol), C1(=CC=C(C=C1)S(=O)(=O)O)C (p-toluenesulfonic acid). Run in CO (methanol). Conditions: temperature 50 celsius. The product is ClC1=NC(=C2N=C(NC2=N1)C(C)(CC)O)N1CCOCC1 (2-(2-chloro-6-morpholino-9H-purin-8-yl)butan-2-ol). Reaction SMILES: [Cl:1][C:2]1[N:10]=[C:9]2[C:5]([N:6]=[C:7]([C:17]([OH:21])([CH2:19][CH3:20])[CH3:18])[N:8]2C2CCCCO2)=[C:4]([N:22]2[CH2:27][CH2:26][O:25][CH2:24][CH2:23]2)[N:3]=1.C1(C)C=CC(S(O)(=O)=O)=CC=1>CO>[Cl:1][C:2]1[N:10]=[C:9]2[C:5]([N:6]=[C:7]([C:17]([OH:21])([CH2:19][CH3:20])[CH3:18])[NH:8]2)=[C:4]([N:22]2[CH2:27][CH2:26][O:25][CH2:24][CH2:23]2)[N:3]=1. Reported procedure: A suspension of 2-(2-chloro-6-morpholino-9-(tetrahydro-2H-pyran-2-yl)-9H-purin-8-yl)butan-2-ol (3.87 g, 9.8 mmol) in methanol (110 mL) was treated with p-toluenesulfonic acid (170 mg, 0.98 mmol) and heated overnight at 50° C. The solvent was removed in vacuo to afford 2-(2-chloro-6-morpholino-9H-purin-8-yl)butan-2-ol as a white solid, which was used in the next step without any further purification (3.0 g, quant). LC/MS (ESI+): m/z 312 (M+H) The reactants are ClC(COC(=O)Cl)(Cl)Cl (2,2,2-trichloroethoxycarbonyl chloride), ice, C(C)(C)(C)OC(=O)N1CC(=CC1)CC(C(=O)OCC)N (3-(2-amino-2-ethoxycarbonyl-ethyl)-2,5-dihydropyrrole-1-carboxylic acid tert.-butylester), N1=CC=CC=C1 (pyridine). Reagents/catalysts: CN(C)C=1C=CN=CC1 (DMAP). The solvent is C(Cl)Cl (methylene chloride), CCOCC (ether). Yields the product C(C)(C)(C)OC(=O)N1CC(=CC1)CC(C(=O)OCC)NC(=O)OCC(Cl)(Cl)Cl (3 -[2-(2,2,2-trichloroethoxycarbonyl-amino)-2-ethoxycarbonyl-ethyl]-2,5-dihydropyrrole-1-carboxylic acid tert.-butylester). Yield: 92.8%. As a reaction SMILES: [C:1]([O:5][C:6]([N:8]1[CH2:12][CH:11]=[C:10]([CH2:13][CH:14]([NH2:20])[C:15]([O:17][CH2:18][CH3:19])=[O:16])[CH2:9]1)=[O:7])([CH3:4])([CH3:3])[CH3:2].N1C=CC=CC=1.[Cl:27][C:28]([Cl:35])([Cl:34])[CH2:29][O:30][C:31](Cl)=[O:32]>C(Cl)Cl.CN(C1C=CN=CC=1)C.CCOCC>[C:1]([O:5][C:6]([N:8]1[CH2:12][CH:11]=[C:10]([CH2:13][CH:14]([NH:20][C:31]([O:30][CH2:29][C:28]([Cl:35])([Cl:34])[Cl:27])=[O:32])[C:15]([O:17][CH2:18][CH3:19])=[O:16])[CH2:9]1)=[O:7])([CH3:3])([CH3:4])[CH3:2]. Procedure details: To an ice-cooled solution of 214 mg (0.75 mmol) 3-(2-amino-2-ethoxycarbonyl-ethyl)-2,5-dihydropyrrole-1-carboxylic acid tert.-butylester and 119 mg (1.5 mmol) pyridine in 2 ml methylene chloride was added a small amount of DMAP followed by 212 mg (1mmol) 2,2,2-trichloroethoxycarbonyl chloride. The mixture was allowed to warm to room temperature overnight. The mixture was diluted with ether, washed with water, sat. CuSO4, water and brine, dried over MgSO4 and evaporated. Purification of the resid... Reactants: Cl (HCl), NCC(CO)O (1-Amino-2,3-propanediol), [OH-].[Na+] (NaOH), ClC(=O)OCC1=CC=CC=C1 (benzyl chloroformate). Solvent: O (water), CCOCC (ether). Run at time 30 minute. Yields the product C(C1=CC=CC=C1)OC(=O)NCC(CO)O (1-Benzyloxycarbonylamino-2,3-propanediol). The yield is 44.1%. As a reaction SMILES: [NH2:1][CH2:2][CH:3]([OH:6])[CH2:4][OH:5].[OH-].[Na+].Cl[C:10]([O:12][CH2:13][C:14]1[CH:19]=[CH:18][CH:17]=[CH:16][CH:15]=1)=[O:11].Cl>O.CCOCC>[CH2:13]([O:12][C:10]([NH:1][CH2:2][CH:3]([OH:6])[CH2:4][OH:5])=[O:11])[C:14]1[CH:19]=[CH:18][CH:17]=[CH:16][CH:15]=1 |f:1.2|. Reported procedure: 1-Amino-2,3-propanediol (15.2 g, 167 mmol) and NaOH (8.1 g, 204 mmol) in water (70 ml) at -10° C. was treated dropwise with benzyl chloroformate (28.5 ml, 200 mmol) in ether (30 ml) over 20 min. The reaction was stirred at 0° for 30 min then at room temperature for 2 h. The mixture was acidified with 2M HCl and extracted with ethyl acetate which was washed with 0.5M H3PO4 and brine, then dried over Na2SO4 and evaporated. Recrystallization of the residue from benzene afforded 16.59 g (44%) of the... Starting materials: solution, C[Si](C)(C)C#N (trimethyl silylcyanide), ClC=1C=[N+](C=CC1)[O-] (3-chloropyridine 1-oxide), CN(C(=O)Cl)C (Dimethylcarbamoyl chloride). Run in C(Cl)Cl (CH2Cl2). Run at time 10 day. The product is ClC=1C(=NC=CC1)C#N (3-chloropyridine-2-carbonitrile). Yield: 59.0%. As a reaction SMILES: [Cl:1][C:2]1[CH:3]=[N+:4]([O-])[CH:5]=[CH:6][CH:7]=1.[CH3:9][N:10](C)C(Cl)=O.C[Si](C#N)(C)C>C(Cl)Cl>[Cl:1][C:2]1[C:3]([C:9]#[N:10])=[N:4][CH:5]=[CH:6][CH:7]=1. Procedure: A 2M solution of 3-chloropyridine 1-oxide (C125) (10 mL, 20 mmol) is combined with an additional 90 mL of CH2Cl2. Dimethylcarbamoyl chloride (2.03 mL, 22.0 mmol) is added drop-wise, followed by the addition of trimethyl silylcyanide (2.93 mL, 22.0 mmol) via syringe. The reaction stirred at rt for 10 days and is quenched with 10% K2CO3 (100 mL). The layers are allowed to separate, and the organic layer is dried over K2CO3, filtered, and concentrated to an orange solid. The crude material is chrom...